Task: describe an organic reaction: reactants, conditions, products, and yield. Dataset: the Open Reaction Database (ORD), a public repository of structured organic reaction records Reactants: BrC(C)(C)C (2-Bromo-2-methyl propane), O (water), [Br-].[Na+] (sodium bromide), [CH-]1C=CC=C1.[Na+] (Sodium cyclopentadienide), solution. The solvent is C1CCOC1 (THF). Product: C1(C=CC=C1)C(C)(C)C (2-cyclopentadienyl-2-methyl propane). Reaction SMILES: Br[C:2]([CH3:5])([CH3:4])[CH3:3].[CH-:6]1[CH:10]=[CH:9][CH:8]=[CH:7]1.[Na+].O.[Br-].[Na+]>C1COCC1>[CH:6]1([C:2]([CH3:5])([CH3:4])[CH3:3])[CH:10]=[CH:9][CH:8]=[CH:7]1 |f:1.2,4.5|. Procedure: 2-Bromo-2-methyl propane (353.5 g, 2.582 mol, Aldrich) was transferred into a 2-1 reaction flask with side-arms at 5° C. Sodium cyclopentadienide (1290 cm3 of a 2.0M solution in THF, 2.582 mol, Aldrich) was slowly added. After complete addition, the reaction set-up was allowed to warm up to ambient temperature over 12 hours. Distilled water was added to dissolve the resulting sodium bromide and the THF solution was collected over anhydrous sodium sulfate. The aqueous layer was repeatedly extract...